This data is from the Open Reaction Database (ORD), a public repository of structured organic reaction records. The task is: describe an organic reaction: reactants, conditions, products, and yield The reactants are ClC(c1ccccc1)(c1ccccc1)c1ccccc1, [H-], [Na+], CN(C)C=O, CCOC(=O)c1cn[nH]c1. The product is CCOC(=O)c1cnn(C(c2ccccc2)(c2ccccc2)c2ccccc2)c1. RXN SMILES: [C:13]([c:14]1[cH:15][cH:16][cH:17][cH:18][cH:19]1)([c:20]1[cH:21][cH:22][cH:23][cH:24][cH:25]1)([c:26]1[cH:27][cH:28][cH:29][cH:30][cH:31]1)[Cl:32].[H-:12].[Na+:11].[O:33]=[CH:34][N:35]([CH3:36])[CH3:37].[nH:1]1[n:2][cH:3][c:4]([C:6](=[O:7])[O:8][CH2:9][CH3:10])[cH:5]1>>[n:1]1([C:13]([c:14]2[cH:15][cH:16][cH:17][cH:18][cH:19]2)([c:20]2[cH:21][cH:22][cH:23][cH:24][cH:25]2)[c:26]2[cH:27][cH:28][cH:29][cH:30][cH:31]2)[n:2][cH:3][c:4]([C:6](=[O:7])[O:8][CH2:9][CH3:10])[cH:5]1. Reactants: FC=1C=C(C=CC1C1=NN(C=N1)COCC[Si](C)(C)C)C=1C=NN2C1N=C(C=C2)N2C(OCC2C2=NC=CC=C2)=O (3-(3-(3-fluoro-4-(1-((2-(trimethylsilyl)ethoxy)methyl)-1H-1,2,4-triazol-3-yl)phenyl)pyrazolo[1,5-a]pyrimidin-5-yl)-4-(pyridin-2-yl)oxazolidin-2-one). Solvent: C(=O)(C(F)(F)F)O (TFA). Reaction conditions: time 2 hour. Product: FC=1C=C(C=CC1C1=NNC=N1)C=1C=NN2C1N=C(C=C2)N2C(OCC2C2=NC=CC=C2)=O (3-(3-(3-fluoro-4-(1H-1,2,4-triazol-3-yl)phenyl)pyrazolo[1,5-a]pyrimidin-5-yl)-4-(pyridin-2-yl)oxazolidin-2-one). Isolated yield 107.9%. As a reaction SMILES: [F:1][C:2]1[CH:3]=[C:4]([C:21]2[CH:22]=[N:23][N:24]3[CH:29]=[CH:28][C:27]([N:30]4[CH:34]([C:35]5[CH:40]=[CH:39][CH:38]=[CH:37][N:36]=5)[CH2:33][O:32][C:31]4=[O:41])=[N:26][C:25]=23)[CH:5]=[CH:6][C:7]=1[C:8]1[N:12]=[CH:11][N:10](COCC[Si](C)(C)C)[N:9]=1>C(O)(C(F)(F)F)=O>[F:1][C:2]1[CH:3]=[C:4]([C:21]2[CH:22]=[N:23][N:24]3[CH:29]=[CH:28][C:27]([N:30]4[CH:34]([C:35]5[CH:40]=[CH:39][CH:38]=[CH:37][N:36]=5)[CH2:33][O:32][C:31]4=[O:41])=[N:26][C:25]=23)[CH:5]=[CH:6][C:7]=1[C:8]1[N:12]=[CH:11][NH:10][N:9]=1. Reported procedure: To the solid 3-(3-(3-fluoro-4-(1-((2-(trimethylsilyl)ethoxy)methyl)-1H-1,2,4-triazol-3-yl)phenyl)pyrazolo[1,5-a]pyrimidin-5-yl)-4-(pyridin-2-yl)oxazolidin-2-one (0.36 g, 0.63 mmol) was added TFA (20 mL) and the reaction stirred at ambient temperature for 2 hours. The reaction was concentrated in vacuo and the material slurried in 1:1 methanol/acetonitrile (20 mL) with 10 mL of water, then stirred for 2 hours at ambient temperature. The reaction was concentrated in vacuo and the water layer basif... Reactants: CN(C)S(=O)(=O)Cl, ClCCl, N#Cc1ccc(Cn2cncn2)cc1-c1ccc(O)cc1. Product: CN(C)S(=O)(=O)Oc1ccc(-c2cc(Cn3cncn3)ccc2C#N)cc1. As a reaction SMILES: [CH3:22][N:23]([S:24](=[O:25])(=[O:26])[Cl:27])[CH3:28].[Cl:29][CH2:30][Cl:31].[n:1]1([CH2:6][c:7]2[cH:8][cH:9][c:10]([C:20]#[N:21])[c:11](-[c:13]3[cH:14][cH:15][c:16]([OH:19])[cH:17][cH:18]3)[cH:12]2)[n:2][cH:3][n:4][cH:5]1>>[n:1]1([CH2:6][c:7]2[cH:8][cH:9][c:10]([C:20]#[N:21])[c:11](-[c:13]3[cH:14][cH:15][c:16]([O:19][S:24]([N:23]([CH3:22])[CH3:28])(=[O:25])=[O:26])[cH:17][cH:18]3)[cH:12]2)[n:2][cH:3][n:4][cH:5]1. Starting materials: ClCCl, CN(C)c1ccncc1, OC1CCSC1, Cc1ccc(S(=O)(=O)Cl)cc1. The product is Cc1ccc(S(=O)(=O)OC2CCSC2)cc1. As a reaction SMILES: [CH2:18]([Cl:19])[Cl:20].[CH3:21][N:22]([CH3:23])[c:24]1[cH:25][cH:26][n:27][cH:28][cH:29]1.[OH:1][CH:2]1[CH2:3][S:4][CH2:5][CH2:6]1.[c:7]1([CH3:17])[cH:8][cH:9][c:10]([S:13](=[O:14])(=[O:15])[Cl:16])[cH:11][cH:12]1>>[O:1]([CH:2]1[CH2:3][S:4][CH2:5][CH2:6]1)[S:13]([c:10]1[cH:9][cH:8][c:7]([CH3:17])[cH:12][cH:11]1)(=[O:14])=[O:15]. Reactants: C(C1=CC=CC=C1)OC1=C(C=CC(=C1)OCC1=CC=CC=C1)C1=NOC(=C1)C(=O)OCC (ethyl 3-(2,4-dibenzyloxyphenyl)isoxazole-5-carboxylate), [OH-].[K+] (potassium hydroxide). The solvent is CO (methanol). Run at time 15 minute. The product is C(C1=CC=CC=C1)OC1=C(C=CC(=C1)OCC1=CC=CC=C1)C1=NOC(=C1)C(=O)O (3-(2,4-dibenzyloxyphenyl)isoxazole-5-carboxylic acid). The yield is 48.6%. As a reaction SMILES: [CH2:1]([O:8][C:9]1[CH:14]=[C:13]([O:15][CH2:16][C:17]2[CH:22]=[CH:21][CH:20]=[CH:19][CH:18]=2)[CH:12]=[CH:11][C:10]=1[C:23]1[CH:27]=[C:26]([C:28]([O:30]CC)=[O:29])[O:25][N:24]=1)[C:2]1[CH:7]=[CH:6][CH:5]=[CH:4][CH:3]=1.[OH-].[K+]>CO>[CH2:1]([O:8][C:9]1[CH:14]=[C:13]([O:15][CH2:16][C:17]2[CH:22]=[CH:21][CH:20]=[CH:19][CH:18]=2)[CH:12]=[CH:11][C:10]=1[C:23]1[CH:27]=[C:26]([C:28]([OH:30])=[O:29])[O:25][N:24]=1)[C:2]1[CH:7]=[CH:6][CH:5]=[CH:4][CH:3]=1 |f:1.2|. Reported procedure: A solution of ethyl 3-(2,4-dibenzyloxyphenyl)isoxazole-5-carboxylate (2.2 g) in hot methanol (100 mL) is treated with 10% aqueous potassium hydroxide solution (10 mL w/v) and the mixture is heated to reflux for 2 hours. The reaction mixture is evaporated to low bulk, stirred with 1 N hydrochloric acid (50 mL) for 15 minutes and filtered. The resulting solid is washed with water, dried and crystallised from ethyl acetate to give 3-(2,4-dibenzyloxyphenyl)isoxazole-5-carboxylic acid (1 g), in the f... Reactants: ( 1 ), N1C(C=CC=2C(C3C(CC12)CCCC3)=O)=O (6,7,8,9,9a,10-hexahydro-1H,5aH-benzo[g]quinoline-2,5-dione), P(=O)(Cl)(Cl)Cl (phosphoryl chloride). Product: ClC1NC=2CC3C(C(C2C=C1)=O)CCCC3 (2-Chloro-2,5a,6,7,8,9,9a,10-octahydro-1H-benzo[g]quinolin-5-one). Reaction SMILES: [NH:1]1[C:10]2[CH2:9][CH:8]3[CH2:11][CH2:12][CH2:13][CH2:14][CH:7]3[C:6](=[O:15])[C:5]=2[CH:4]=[CH:3][C:2]1=O.P(Cl)(Cl)([Cl:19])=O>>[Cl:19][CH:2]1[CH:3]=[CH:4][C:5]2[C:6](=[O:15])[CH:7]3[CH2:14][CH2:13][CH2:12][CH2:11][CH:8]3[CH2:9][C:10]=2[NH:1]1. Procedure details: In close analogy to (Shanazarov, A. K.; Kuzovkin, V. A.; Chistjakov, V. V.; Granik, V. G. Khim. Geterotsikl. Soedin. 1991, (1) 86-92) 6,7,8,9,9a,10-hexahydro-1H,5aH-benzo[g]quinoline-2,5-dione was treated with phosphoryl chloride (POCl3) to give after chromatographical separation the title compound as a colorless solid. The reactants are Cl.ClCC=1C=NC=CC1 (3-chloromethyl-pyridine hydrochloride), C(C)(C)N1CCC(CC1)NS(=O)(=O)CCNC(=O)C=1SC(=CC1)Cl (5-chloro-thiophene-2-carboxylic acid [2-(1-isopropyl-piperidin-4-ylsulfamoyl)-ethyl]-amide). Yields the product C(C)(C)N1CCC(CC1)N(S(=O)(=O)CCNC(=O)C=1SC(=CC1)Cl)CC=1C=NC=CC1 (5-chloro-thiophene-2-carboxylic acid {2-[(1-isopropyl-piperidin-4-yl)-pyridin-3-ylmethyl-sulfamoyl]-ethyl}-amide). Reaction SMILES: Cl.Cl[CH2:3][C:4]1[CH:5]=[N:6][CH:7]=[CH:8][CH:9]=1.[CH:10]([N:13]1[CH2:18][CH2:17][CH:16]([NH:19][S:20]([CH2:23][CH2:24][NH:25][C:26]([C:28]2[S:29][C:30]([Cl:33])=[CH:31][CH:32]=2)=[O:27])(=[O:22])=[O:21])[CH2:15][CH2:14]1)([CH3:12])[CH3:11]>>[CH:10]([N:13]1[CH2:18][CH2:17][CH:16]([N:19]([CH2:3][C:4]2[CH:5]=[N:6][CH:7]=[CH:8][CH:9]=2)[S:20]([CH2:23][CH2:24][NH:25][C:26]([C:28]2[S:29][C:30]([Cl:33])=[CH:31][CH:32]=2)=[O:27])(=[O:21])=[O:22])[CH2:15][CH2:14]1)([CH3:12])[CH3:11] |f:0.1|. Procedure: 5-Chloro-thiophene-2-carboxylic acid {2-[(1-isopropyl-piperidin-4-yl)-pyridin-3-ylmethyl-sulfamoyl]-ethyl}-amide was prepared by an analogous procedure as described in example 15 starting from 83 mg (1 equiv.) 3-chloromethyl-pyridine hydrochloride and 200 mg (0.50 mmol) 5-chloro-thiophene-2-carboxylic acid [2-(1-isopropyl-piperidin-4-ylsulfamoyl)-ethyl]-amide (reaction temperature: 60° C.). Final purification by preparative RP-HPLC (CH3CN/H2O gradient+0.1% TFA) gave pure 5-chloro-thiophene-2-car... The reactants are OC1CCC(CC1)NC1=C(C#N)C=CC(=C1)C1=NC=CC2=C(C=CC=C12)B1OC(C(O1)(C)C)(C)C (2-(4-Hydroxycyclohexylamino)-4-(5-(4,4,5,5,-tetramethyl-1,3,2-dioxaborolan-2-yl)isoquinolin-1-yl)benzonitrile), NC=1C=NC=C(C1)Br (3-amino-5-bromopyridine), C([O-])([O-])=O.[Na+].[Na+] (sodium carbonate). Reagents/catalysts: C=1C=CC(=CC1)[P](C=2C=CC=CC2)(C=3C=CC=CC3)[Pd]([P](C=4C=CC=CC4)(C=5C=CC=CC5)C=6C=CC=CC6)([P](C=7C=CC=CC7)(C=8C=CC=CC8)C=9C=CC=CC9)[P](C=1C=CC=CC1)(C=1C=CC=CC1)C=1C=CC=CC1 (Pd(PPh3)4). The solvent is COCCOC (ethylene glycol dimethyl ether). Reaction conditions: time 30 minute. Yields the product NC=1C=C(C=NC1)C1=C2C=CN=C(C2=CC=C1)C1=CC(=C(C(=O)N)C=C1)NC1CCC(CC1)O (4-(5-(5-Aminopyridin-3-yl)isoquinolin-1-yl)-2-(4-hydroxycyclohexylamino)benzamide). Yield: 45.0%. RXN SMILES: [OH:1][CH:2]1[CH2:7][CH2:6][CH:5]([NH:8][C:9]2[CH:16]=[C:15]([C:17]3[C:26]4[C:21](=[C:22](B5OC(C)(C)C(C)(C)O5)[CH:23]=[CH:24][CH:25]=4)[CH:20]=[CH:19][N:18]=3)[CH:14]=[CH:13][C:10]=2[C:11]#[N:12])[CH2:4][CH2:3]1.[NH2:36][C:37]1[CH:38]=[N:39][CH:40]=[C:41](Br)[CH:42]=1.C(=O)([O-])[O-:45].[Na+].[Na+]>COCCOC.C1C=CC([P]([Pd]([P](C2C=CC=CC=2)(C2C=CC=CC=2)C2C=CC=CC=2)([P](C2C=CC=CC=2)(C2C=CC=CC=2)C2C=CC=CC=2)[P](C2C=CC=CC=2)(C2C=CC=CC=2)C2C=CC=CC=2)(C2C=CC=CC=2)C2C=CC=CC=2)=CC=1>[NH2:36][C:37]1[CH:42]=[C:41]([C:22]2[CH:23]=[CH:24][CH:25]=[C:26]3[C:21]=2[CH:20]=[CH:19][N:18]=[C:17]3[C:15]2[CH:14]=[CH:13][C:10]([C:11]([NH2:12])=[O:45])=[C:9]([NH:8][CH:5]3[CH2:4][CH2:3][CH:2]([OH:1])[CH2:7][CH2:6]3)[CH:16]=2)[CH:40]=[N:39][CH:38]=1 |f:2.3.4,^1:59,61,80,99|. Reported procedure: Pd(PPh3)4 (0.013 g) was added to a solution of compound (2b) (0.102 g), 3-amino-5-bromopyridine (0.042 g), and an aqueous sodium carbonate solution (2 M, 1.5 mL) in ethylene glycol dimethyl ether (3 mL) in a nitrogen atmosphere, and the mixture was stirred at 85° C. for 3 hours. The reaction solution was partitioned between ethyl acetate and water. The organic layer was washed with brine and then dried over anhydrous sodium sulfate. The solvent was distilled off. An aqueous sodium hydroxide solu... The reactants are ClC1=C(C#N)C=CC(=N1)C (2-Chloro-6-methyl-nicotinonitrile), CB(O)O (MeB(OH)2), C(=O)([O-])[O-].[K+].[K+] (K2CO3). The reagents and catalysts are C=1C=CC(=CC1)[P](C=2C=CC=CC2)(C=3C=CC=CC3)[Pd]([P](C=4C=CC=CC4)(C=5C=CC=CC5)C=6C=CC=CC6)([P](C=7C=CC=CC7)(C=8C=CC=CC8)C=9C=CC=CC9)[P](C=1C=CC=CC1)(C=1C=CC=CC1)C=1C=CC=CC1 (Pd(PPh3)4). The solvent is O1CCOCC1 (dioxane). Yields the product CC1=C(C#N)C=CC(=N1)C (2,6-Dimethyl-nicotinonitrile). The yield is 50.8%. Reaction SMILES: Cl[C:2]1[N:9]=[C:8]([CH3:10])[CH:7]=[CH:6][C:3]=1[C:4]#[N:5].[CH3:11]B(O)O.C([O-])([O-])=O.[K+].[K+]>C1C=CC([P]([Pd]([P](C2C=CC=CC=2)(C2C=CC=CC=2)C2C=CC=CC=2)([P](C2C=CC=CC=2)(C2C=CC=CC=2)C2C=CC=CC=2)[P](C2C=CC=CC=2)(C2C=CC=CC=2)C2C=CC=CC=2)(C2C=CC=CC=2)C2C=CC=CC=2)=CC=1.O1CCOCC1>[CH3:11][C:2]1[N:9]=[C:8]([CH3:10])[CH:7]=[CH:6][C:3]=1[C:4]#[N:5] |f:2.3.4,^1:24,26,45,64|. Procedure details: A 100 mL round bottom flask equipped with a condenser was charged with 2-Chloro-6-methyl-nicotinonitrile (1 g, 6.55 mmol), MeB(OH)2 (216 mg, 7.22 mmol), K2CO3 (1.36 g, 19.67 mmol), and dioxane (33 mL), followed by Pd(PPh3)4 (758 mg, 0.66 mmol) under argon. The mixture was heated to reflux for 48 hours, and then cooled down to RT. The resulting mixture was concentrated in vacuo, treated with 1N HCl (150 mL), and extracted with EtOAc (100 mL), Et2O (50 mL). The aqueous layer was basified with 50% ... Reactants: C(C1=CC=CC=C1)OC1=CC=C(C=C1)CC(=O)O (4-(benzyloxy)phenylacetic acid), C(CC)N1C(=O)N(C=2N=C(NC2C1=O)C1=CC(=NN1C)N)CCC (1,3-dipropyl-8-(3-amino-1-methylpyrazol-5-yl)xanthine). The product is CCCN1C2=N/C(=C\3/C=C(NN3C)NC(=O)CC4=CC=C(C=C4)OCC5=CC=CC=C5)/N=C2C(=O)N(C1=O)CCC (AS16). As a reaction SMILES: [CH2:1]([O:8][C:9]1[CH:14]=[CH:13][C:12]([CH2:15][C:16]([OH:18])=O)=[CH:11][CH:10]=1)[C:2]1[CH:7]=[CH:6][CH:5]=[CH:4][CH:3]=1.[CH2:19]([N:22]1[C:31](=[O:32])[C:30]2[NH:29][C:28]([C:33]3[N:37]([CH3:38])[N:36]=[C:35]([NH2:39])[CH:34]=3)=[N:27][C:26]=2[N:25]([CH2:40][CH2:41][CH3:42])[C:23]1=[O:24])[CH2:20][CH3:21]>>[CH3:42][CH2:41][CH2:40][N:25]1[C:23](=[O:24])[N:22]([CH2:19][CH2:20][CH3:21])[C:31](=[O:32])[C:30]2[C:26]1=[N:27]/[C:28](/[N:29]=2)=[C:33]1/[CH:34]=[C:35]([NH:39][C:16]([CH2:15][C:12]2[CH:11]=[CH:10][C:9]([O:8][CH2:1][C:2]3[CH:3]=[CH:4][CH:5]=[CH:6][CH:7]=3)=[CH:14][CH:13]=2)=[O:18])[NH:36][N:37]/1[CH3:38]. Reported procedure: Using 4-(benzyloxy)phenylacetic acid and 1,3-dipropyl-8-(3-amino-1-methylpyrazol-5-yl)xanthine (Example 1, Compound AS3).